The task is: describe an organic reaction: reactants, conditions, products, and yield. This data is from the Open Reaction Database (ORD), a public repository of structured organic reaction records. The reactants are C(C1=CC=CC=C1)(C1=CC=CC=C1)(C1=CC=CC=C1)NC=1SC=C(N1)C(C(=O)NC1C2CSC(=C(N2C1=O)C(=O)OC(C)(C)C)SC1=CC(=CC=C1)[N+](=O)[O-])=NOC (racemic 1,1-dimethylethyl 7-[2-(2-tritylaminothiazol-4-yl)-2-methoxyimino-acetamido]-3-(3-nitrophenylthio)-8-oxo-4-thia-1-azabicyclo[4,2,0]oct-2-ene-2-carboxylate). Solvent: C(=O)O (formic acid). Conditions: time 4 hour. Product: NC=1SC=C(N1)C(C(=O)N[C@@H]1[C@H]2CSC(=C(N2C1=O)C(=O)O)SC1=CC(=CC=C1)[N+](=O)[O-])=NOC (racemic cis 7-[2-(2-aminothiazol-4-yl)-2-methoxyimino-acetamido]-3-(3-nitrophenylthio)-8-oxo-4-thia-1-azabicyclo[4,2,0]oct-2-ene-2-carboxylic acid). The yield is 44.6%. As a reaction SMILES: C([NH:20][C:21]1[S:22][CH:23]=[C:24]([C:26](=[N:56][O:57][CH3:58])[C:27]([NH:29][CH:30]2[C:37](=[O:38])[N:36]3[CH:31]2[CH2:32][S:33][C:34]([S:46][C:47]2[CH:52]=[CH:51][CH:50]=[C:49]([N+:53]([O-:55])=[O:54])[CH:48]=2)=[C:35]3[C:39]([O:41]C(C)(C)C)=[O:40])=[O:28])[N:25]=1)(C1C=CC=CC=1)(C1C=CC=CC=1)C1C=CC=CC=1>C(O)=O>[NH2:20][C:21]1[S:22][CH:23]=[C:24]([C:26](=[N:56][O:57][CH3:58])[C:27]([NH:29][C@H:30]2[C:37](=[O:38])[N:36]3[C@@H:31]2[CH2:32][S:33][C:34]([S:46][C:47]2[CH:52]=[CH:51][CH:50]=[C:49]([N+:53]([O-:55])=[O:54])[CH:48]=2)=[C:35]3[C:39]([OH:41])=[O:40])=[O:28])[N:25]=1. Procedure: 286 mg of the product of Step B dissolved in 3 ml of 66% formic acid were stirred for 4 hours and then filtered. The filtrate was concentrated to dryness and the residue was dissolve in an acetonitrile-ethanol mixture. The solvents were evaporated and the residue was crystallized from isopropanol to obtain 82 mg of racemic cis 7-[2-(2-aminothiazol-4-yl)-2-methoxyimino-acetamido]-3-(3-nitrophenylthio)-8-oxo-4-thia-1-azabicyclo[4,2,0]oct-2-ene-2-carboxylic acid. 65 mg of the same product were reco... Starting materials: ClC1=C(C=CC=C1)C1=CN=C(N=N1)NN (6-(o-chlorophenyl)-3-hydrazino-1,2,4-triazine), C(C)(OCC)([O-])[O-] (ethyl orthoacetate). Product: ClC1=C(C=CC=C1)C=1C=NC=2N(N1)C(=NN2)C (6-(o-Chlorophenyl)-3-methyl-1,2,4-triazolo[4,3-b]-1,2,4-triazine). As a reaction SMILES: [Cl:1][C:2]1[CH:7]=[CH:6][CH:5]=[CH:4][C:3]=1[C:8]1[N:13]=[N:12][C:11]([NH:14][NH2:15])=[N:10][CH:9]=1.[C:16]([O-])([O-])(OCC)[CH3:17]>>[Cl:1][C:2]1[CH:7]=[CH:6][CH:5]=[CH:4][C:3]=1[C:8]1[CH:9]=[N:10][C:11]2[N:12]([C:16]([CH3:17])=[N:15][N:14]=2)[N:13]=1. Reported procedure: A mixture of 4.45 g. of 6-(o-chlorophenyl)-3-hydrazino-1,2,4-triazine and 50 ml. of ethyl orthoacetate is treated as described in Example 16, giving the desired product as yellow crystals, m.p. 172°-175° C. The reactants are C1CC(=O)N(C1=O)Br (NBS), CC1(C=2C=CC=CC2N2C3=C(C=C(C=C13)C1=CC=CC=C1)C=1C=C(C=CC12)C1=CC=CC=C1)C (8,8-dimethyl-3,6-diphenyl-8H-indolo[3,2,1-de]acridine), O (water). Run in C(C)#N (acetonitrile), C(Cl)Cl (CH2Cl2). Conditions: time 4 hour. The product is BrC=1C=CC=2N3C4=C(C=C(C=C4C(C2C1)(C)C)C1=CC=CC=C1)C=1C=C(C=CC13)C1=CC=CC=C1 (10-Bromo-8,8-dimethyl-3,6-diphenyl-8H-indolo[3,2,1-de]acridine). RXN SMILES: [CH3:1][C:2]1([CH3:34])[C:15]2[C:10]3=[C:11]([C:22]4[CH:23]=[C:24]([C:28]5[CH:33]=[CH:32][CH:31]=[CH:30][CH:29]=5)[CH:25]=[CH:26][C:27]=4[N:9]3[C:8]3[CH:7]=[CH:6][CH:5]=[CH:4][C:3]1=3)[CH:12]=[C:13]([C:16]1[CH:21]=[CH:20][CH:19]=[CH:18][CH:17]=1)[CH:14]=2.C1C(=O)N([Br:42])C(=O)C1.O>C(Cl)Cl.C(#N)C>[Br:42][C:5]1[CH:6]=[CH:7][C:8]2[N:9]3[C:27]4[CH:26]=[CH:25][C:24]([C:28]5[CH:33]=[CH:32][CH:31]=[CH:30][CH:29]=5)=[CH:23][C:22]=4[C:11]4[CH:12]=[C:13]([C:16]5[CH:17]=[CH:18][CH:19]=[CH:20][CH:21]=5)[CH:14]=[C:15]([C:2]([CH3:34])([CH3:1])[C:3]=2[CH:4]=1)[C:10]3=4. Procedure: 9.6 g (22.2 mmol) of 8,8-dimethyl-3,6-diphenyl-8H-indolo[3,2,1-de]acridine are initially introduced in 150 ml of CH2Cl2. A solution of 3.9 g (22.3 mmol) of NBS in 100 ml of acetonitrile is subsequently added dropwise at −15° C. with exclusion of light, and the mixture is allowed to come to room temperature and is stirred at this temperature for a further 4 h. 150 ml of water are subsequently added to the mixture, which is then extracted with CH2Cl2. The organic phase is dried over MgSO4, and the... The reactants are CCC(=O)NC1CC(n2cnc3c(NCC(c4ccccc4)c4ccccc4)nc(N4CCC(NC(=O)OCc5ccccc5)C4)nc32)C2OC(C)(C)OC12, CCO, [OH-], [OH-], [Pd+2]. Product: CCC(=O)NC1CC(n2cnc3c(NCC(c4ccccc4)c4ccccc4)nc(N4CCC(N)C4)nc32)C2OC(C)(C)OC12. Reaction SMILES: [CH2:1]([O:2][C:3](=[O:4])[NH:10][CH:11]1[CH2:12][N:13]([c:16]2[n:17][c:18]([NH:40][CH2:41][CH:42]([c:43]3[cH:44][cH:45][cH:46][cH:47][cH:48]3)[c:49]3[cH:50][cH:51][cH:52][cH:53][cH:54]3)[c:19]3[n:20][cH:21][n:22]([CH:25]4[CH2:26][CH:27]([NH:35][C:36]([CH2:37][CH3:38])=[O:39])[CH:28]5[O:29][C:30]([CH3:33])([CH3:34])[O:31][CH:32]45)[c:23]3[n:24]2)[CH2:14][CH2:15]1)[c:5]1[cH:6][cH:7][cH:8][cH:9][cH:55]1.[CH3:56][CH2:57][OH:58].[OH-:59].[OH-:61].[Pd+2:60]>>[NH2:10][CH:11]1[CH2:12][N:13]([c:16]2[n:17][c:18]([NH:40][CH2:41][CH:42]([c:43]3[cH:44][cH:45][cH:46][cH:47][cH:48]3)[c:49]3[cH:50][cH:51][cH:52][cH:53][cH:54]3)[c:19]3[n:20][cH:21][n:22]([CH:25]4[CH2:26][CH:27]([NH:35][C:36]([CH2:37][CH3:38])=[O:39])[CH:28]5[O:29][C:30]([CH3:33])([CH3:34])[O:31][CH:32]45)[c:23]3[n:24]2)[CH2:14][CH2:15]1. Starting materials: N1N=CC(=C1)C1=CC2=C(C=3N=C(SC3CCO2)C(=O)O)C=C1 (8-(1H-Pyrazol-4-yl)-4,5-dihydro-6-oxa-3-thia-1-aza-benzo[e]azulene-2-carboxylic acid), C(C)(C)NCCO (2-(isopropylamino)ethanol). The product is OCCN(C(=O)C=1SC=2CCOC3=C(C2N1)C=CC(=C3)C=3C=NNC3)C(C)C (8-(1H-Pyrazol-4-yl)-4,5-dihydro-6-oxa-3-thia-1-aza-benzo[e]azulene-2-carboxylic acid (2-hydroxy-ethyl)-isopropyl-amide). RXN SMILES: [NH:1]1[CH:5]=[C:4]([C:6]2[CH:22]=[CH:21][C:9]3[C:10]4[N:11]=[C:12]([C:18]([OH:20])=O)[S:13][C:14]=4[CH2:15][CH2:16][O:17][C:8]=3[CH:7]=2)[CH:3]=[N:2]1.[CH:23]([NH:26][CH2:27][CH2:28][OH:29])([CH3:25])[CH3:24]>>[OH:29][CH2:28][CH2:27][N:26]([CH:23]([CH3:25])[CH3:24])[C:18]([C:12]1[S:13][C:14]2[CH2:15][CH2:16][O:17][C:8]3[CH:7]=[C:6]([C:4]4[CH:3]=[N:2][NH:1][CH:5]=4)[CH:22]=[CH:21][C:9]=3[C:10]=2[N:11]=1)=[O:20]. Procedure: Following the procedure for 103, 8-(1H-Pyrazol-4-yl)-4,5-dihydro-6-oxa-3-thia-1-aza-benzo[e]azulene-2-carboxylic acid (50.0 mg, 0.2 mmol) was reacted with 2-(isopropylamino)ethanol (1.2 equiv) to give 209 (10.8 mg, M+1 399.1) Reactants: CCN(C(C)C)C(C)C, CSc1nc(Cl)c(C#N)c(Cl)n1, c1ccc(C2CCNCC2)cc1. Product: CSc1nc(Cl)c(C#N)c(N2CCC(c3ccccc3)CC2)n1. As a reaction SMILES: [CH2:25]([N:26]([CH:27]([CH3:28])[CH3:29])[CH:30]([CH3:31])[CH3:32])[CH3:33].[Cl:1][c:2]1[n:3][c:4]([S:11][CH3:12])[n:5][c:6]([Cl:10])[c:7]1[C:8]#[N:9].[c:13]1([CH:19]2[CH2:20][CH2:21][NH:22][CH2:23][CH2:24]2)[cH:14][cH:15][cH:16][cH:17][cH:18]1>>[c:2]1([N:22]2[CH2:21][CH2:20][CH:19]([c:13]3[cH:14][cH:15][cH:16][cH:17][cH:18]3)[CH2:24][CH2:23]2)[n:3][c:4]([S:11][CH3:12])[n:5][c:6]([Cl:10])[c:7]1[C:8]#[N:9]. Starting materials: CN(C)C=O, Cl, Nc1ccc(Oc2ccc(-c3c[nH]c(COc4ccccc4)n3)cc2)cc1F, N#C[N-]C#N, [Na+]. Yields the product N#CN=C(N)Nc1ccc(Oc2ccc(-c3c[nH]c(COc4ccccc4)n3)cc2)cc1F. Reaction SMILES: [CH3:35][N:36]([CH3:37])[CH:38]=[O:39].[ClH:40].[F:1][c:2]1[c:3]([NH2:4])[cH:5][cH:6][c:7]([O:9][c:10]2[cH:11][cH:12][c:13](-[c:16]3[n:17][c:18]([CH2:21][O:22][c:23]4[cH:24][cH:25][cH:26][cH:27][cH:28]4)[nH:19][cH:20]3)[cH:14][cH:15]2)[cH:8]1.[N-:29]([C:30]#[N:31])[C:32]#[N:33].[Na+:34]>>[F:1][c:2]1[c:3]([NH:4][C:32](=[N:29][C:30]#[N:31])[NH2:33])[cH:5][cH:6][c:7]([O:9][c:10]2[cH:11][cH:12][c:13](-[c:16]3[n:17][c:18]([CH2:21][O:22][c:23]4[cH:24][cH:25][cH:26][cH:27][cH:28]4)[nH:19][cH:20]3)[cH:14][cH:15]2)[cH:8]1.